From a dataset of the Open Reaction Database (ORD), a public repository of structured organic reaction records. describe an organic reaction: reactants, conditions, products, and yield The reactants are CCOC(=O)C1CCCCC1NCc1ccc(F)cc1, CCN=C=NCCCN(C)C, CN1CCOCC1, CN(C)C=O, CCOC(C)=O, Cl, O=C(O)CC1=NS(=O)(=O)c2cc(I)ccc2N1. The product is CCOC(=O)C1CCCCC1N(Cc1ccc(F)cc1)C(=O)CC1=NS(=O)(=O)c2cc(I)ccc2N1. RXN SMILES: [CH2:18]([CH3:19])[O:20][C:21](=[O:22])[CH:23]1[CH:24]([NH:29][CH2:30][c:31]2[cH:32][cH:33][c:34]([F:37])[cH:35][cH:36]2)[CH2:25][CH2:26][CH2:27][CH2:28]1.[CH3:39][N:40]([CH3:41])[CH2:42][CH2:43][CH2:44][N:45]=[C:46]=[N:47][CH2:48][CH3:49].[CH3:50][N:51]1[CH2:52][CH2:53][O:54][CH2:55][CH2:56]1.[CH3:57][N:58]([CH3:59])[CH:60]=[O:61].[CH3:62][CH2:63][O:64][C:65](=[O:66])[CH3:67].[ClH:38].[I:1][c:2]1[cH:3][c:4]2[c:5]([cH:16][cH:17]1)[NH:6][C:7]([CH2:12][C:13](=[O:14])[OH:15])=[N:8][S:9]2(=[O:10])=[O:11]>>[I:1][c:2]1[cH:3][c:4]2[c:5]([cH:16][cH:17]1)[NH:6][C:7]([CH2:12][C:13](=[O:15])[N:29]([CH:24]1[CH:23]([C:21]([O:20][CH2:18][CH3:19])=[O:22])[CH2:28][CH2:27][CH2:26][CH2:25]1)[CH2:30][c:31]1[cH:32][cH:33][c:34]([F:37])[cH:35][cH:36]1)=[N:8][S:9]2(=[O:10])=[O:11].